Dataset: the Open Reaction Database (ORD), a public repository of structured organic reaction records. Task: describe an organic reaction: reactants, conditions, products, and yield Starting materials: C1CCOC1, CO, CCCCOC(=O)c1nc(N2CCC(NC(=O)c3nc(Cl)c(CC)[nH]3)C(OCCC)C2)oc1C, [Li+], [OH-]. The product is CCCOC1CN(c2nc(C(=O)O)c(C)o2)CCC1NC(=O)c1nc(Cl)c(CC)[nH]1. As a reaction SMILES: [CH2:39]1[O:40][CH2:41][CH2:42][CH2:43]1.[CH3:37][OH:38].[Cl:1][c:2]1[n:3][c:4]([C:9](=[O:10])[NH:11][CH:12]2[CH:13]([O:31][CH2:32][CH2:33][CH3:34])[CH2:14][N:15]([c:18]3[o:19][c:20]([CH3:30])[c:21]([C:23](=[O:24])[O:25][CH2:26][CH2:27][CH2:28][CH3:29])[n:22]3)[CH2:16][CH2:17]2)[nH:5][c:6]1[CH2:7][CH3:8].[Li+:35].[OH-:36]>>[Cl:1][c:2]1[n:3][c:4]([C:9](=[O:10])[NH:11][CH:12]2[CH:13]([O:31][CH2:32][CH2:33][CH3:34])[CH2:14][N:15]([c:18]3[o:19][c:20]([CH3:30])[c:21]([C:23](=[O:24])[OH:25])[n:22]3)[CH2:16][CH2:17]2)[nH:5][c:6]1[CH2:7][CH3:8]. Reactants: [N+](=O)([O-])C=1C=C(C=CC1)CC(=O)O (3-nitrophenylacetic acid), NC(C(=O)OCC(C)C)CC (iso-butyl 2-aminobutyrate). Yields the product C(C(C)C)OC(C(CC)NC(CC1=CC(=CC=C1)[N+](=O)[O-])=O)=O (2-[(3-nitrophenyl)acetamido]butyric acid iso-butyl ester). Reaction SMILES: [N+:1]([C:4]1[CH:5]=[C:6]([CH2:10][C:11]([OH:13])=O)[CH:7]=[CH:8][CH:9]=1)([O-:3])=[O:2].[NH2:14][CH:15]([CH2:23][CH3:24])[C:16]([O:18][CH2:19][CH:20]([CH3:22])[CH3:21])=[O:17]>>[CH2:19]([O:18][C:16](=[O:17])[CH:15]([NH:14][C:11](=[O:13])[CH2:10][C:6]1[CH:7]=[CH:8][CH:9]=[C:4]([N+:1]([O-:3])=[O:2])[CH:5]=1)[CH2:23][CH3:24])[CH:20]([CH3:21])[CH3:22]. Procedure: Following General Procedure BI above and using 3-nitrophenylacetic acid (Aldrich) and iso-butyl 2-aminobutyrate (prepared following General Procedure BJ above), the title compound was prepared. The reaction was monitored by tlc on silica gel and purification was by filtration as described in the general procedure. The yield is 39.6%. Yields the product C(C)(C)(C)C1=NN(C(=C1)NC(=O)NC1=CC(=CC=C1)OC1=NC=NC2=CC(=C(C=C12)OC)OC)C(C)C (1-(3-tert-butyl-1-isopropyl-1H-pyrazol-5-yl)-3-(3-(6,7-dimethoxyquinazolin-4-yloxy)phenyl)urea). As a reaction SMILES: [C:1]([C:5]1[CH:9]=[C:8]([NH:10][C:11](=[O:19])OC2C=CC=CC=2)[N:7]([CH:20]([CH3:22])[CH3:21])[N:6]=1)([CH3:4])([CH3:3])[CH3:2].C(N(CC)C(C)C)(C)C.[CH3:32][O:33][C:34]1[CH:35]=[C:36]2[C:41](=[CH:42][C:43]=1[O:44][CH3:45])[N:40]=[CH:39][N:38]=[C:37]2[O:46][C:47]1[CH:48]=[C:49]([CH:51]=[CH:52][CH:53]=1)[NH2:50]>C1COCC1>[C:1]([C:5]1[CH:9]=[C:8]([NH:10][C:11]([NH:50][C:49]2[CH:51]=[CH:52][CH:53]=[C:47]([O:46][C:37]3[C:36]4[C:41](=[CH:42][C:43]([O:44][CH3:45])=[C:34]([O:33][CH3:32])[CH:35]=4)[N:40]=[CH:39][N:38]=3)[CH:48]=2)=[O:19])[N:7]([CH:20]([CH3:21])[CH3:22])[N:6]=1)([CH3:2])([CH3:3])[CH3:4]. The reactants are C(C)(C)(C)C1=NN(C(=C1)NC(OC1=CC=CC=C1)=O)C(C)C (phenyl 3-tert-butyl-1-isopropyl-1H-pyrazol-5-ylcarbamate), C(C)(C)N(C(C)C)CC (N,N-Diisopropylethylamine), COC=1C=C2C(=NC=NC2=CC1OC)OC=1C=C(N)C=CC1 (3-(6,7-dimethoxyquinazolin-4-yloxy)aniline). Procedure: A stirred solution of phenyl 3-tert-butyl-1-isopropyl-1H-pyrazol-5-ylcarbamate (150 mg, 0.50 mmol), N,N-Diisopropylethylamine (80 mg, 0.62 mmol) and 3-(6,7-dimethoxyquinazolin-4-yloxy)aniline (prepared as described in Example 113A) (92 mg, 0.31 mmol) in THF (1.0 mL) was heated at 60° C. for 15 h. After cooling to rt, the reaction solution was partitioned between dichloromethane and a saturated aqueous solution of sodium carbonate. The organic phase was separated and concentrated under reduced pr... Solvent: C1CCOC1 (THF).